The task is: describe an organic reaction: reactants, conditions, products, and yield. This data is from the Open Reaction Database (ORD), a public repository of structured organic reaction records. The reactants are Cc1ccc(O)c(C(CCN(C(C)C)C(C)C)c2ccccc2)c1, CC(C=CC1=C(C)CCCC1(C)C)=CC=CC(C)=CC(=O)O, CCO, CC(C)=O. The product is Cc1ccc(O)c(C(CCN(C(C)C)C(C)C)c2ccccc2)c1, CC(C=CC1=C(C)CCCC1(C)C)=CC=CC(C)=CC(=O)[O-]. As a reaction SMILES: [CH3:1][CH:2]([CH3:3])[N:4]([CH2:5][CH2:6][CH:7]([c:8]1[cH:9][cH:10][cH:11][cH:12][cH:13]1)[c:14]1[cH:15][c:16]([CH3:17])[cH:18][cH:19][c:20]1[OH:21])[CH:22]([CH3:23])[CH3:24].[CH3:25][C:26]([CH:27]=[CH:28][C:29]1=[C:30]([CH3:31])[CH2:32][CH2:33][CH2:34][C:35]1([CH3:36])[CH3:37])=[CH:38][CH:39]=[CH:40][C:41]([CH3:42])=[CH:43][C:44]([OH:45])=[O:46].[CH3:47][CH2:48][OH:49].[CH3:50][C:51](=[O:52])[CH3:53]>>[CH3:1][CH:2]([CH3:3])[N:4]([CH2:5][CH2:6][CH:7]([c:8]1[cH:9][cH:10][cH:11][cH:12][cH:13]1)[c:14]1[cH:15][c:16]([CH3:17])[cH:18][cH:19][c:20]1[OH:21])[CH:22]([CH3:23])[CH3:24].[CH3:25][C:26]([CH:27]=[CH:28][C:29]1=[C:30]([CH3:31])[CH2:32][CH2:33][CH2:34][C:35]1([CH3:36])[CH3:37])=[CH:38][CH:39]=[CH:40][C:41]([CH3:42])=[CH:43][C:44](=[O:45])[O-:46]. Reactants: N1C=NC=C1C=O (1H-imidazole-5-carbaldehyde), [BH-](OC(=O)C)(OC(=O)C)OC(=O)C.[Na+] (NaBH(OAc)3), C(C)(=O)O (acetic acid), ClC=1C=C(C=CC1Cl)CC(=O)N1CCNC2CCCC(C12)N1CCCC1 (2-(3,4-Dichlorophenyl)-1-[(4aRS,8SR,8aRS)-8-(pyrrolidin-1-yl)-perhydroquinoxalin-1-yl]-ethan-1-one). Solvent: C(Cl)Cl (CH2Cl2). Conditions: time 2.5 hour. The product is ClC=1C=C(C=CC1Cl)CC(=O)N1CCN(C2CCCC(C12)N1CCCC1)CC1=CN=CN1 (2-(3,4-dichlorophenyl)-1-{(4aRS,8SR,8aRS)-4-[(1H-imidazol-5-yl)methyl]-8-(pyrrolidin-1-yl)perhydroquinoxalin-1-yl}ethan-1-one). As a reaction SMILES: [Cl:1][C:2]1[CH:3]=[C:4]([CH2:9][C:10]([N:12]2[CH:21]3[CH:16]([CH2:17][CH2:18][CH2:19][CH:20]3[N:22]3[CH2:26][CH2:25][CH2:24][CH2:23]3)[NH:15][CH2:14][CH2:13]2)=[O:11])[CH:5]=[CH:6][C:7]=1[Cl:8].[NH:27]1[C:31]([CH:32]=O)=[CH:30][N:29]=[CH:28]1.[BH-](OC(C)=O)(OC(C)=O)OC(C)=O.[Na+].C(O)(=O)C>C(Cl)Cl>[Cl:1][C:2]1[CH:3]=[C:4]([CH2:9][C:10]([N:12]2[CH:21]3[CH:16]([CH2:17][CH2:18][CH2:19][CH:20]3[N:22]3[CH2:26][CH2:25][CH2:24][CH2:23]3)[N:15]([CH2:32][C:31]3[NH:27][CH:28]=[N:29][CH:30]=3)[CH2:14][CH2:13]2)=[O:11])[CH:5]=[CH:6][C:7]=1[Cl:8] |f:2.3|. Reported procedure: 2-(3,4-Dichlorophenyl)-1-[(4aRS,8SR,8aRS)-8-(pyrrolidin-1-yl)-perhydroquinoxalin-1-yl]-ethan-1-one (134 mg, 0.34 mmol) was dissolved in absolute CH2Cl2 (10 ml), and 1H-imidazole-5-carbaldehyde (65 mg, 0.67 mmol), NaBH(OAc)3 (143 mg, 0.67 mmol) and glacial acetic acid (41 mg, 0.67 mmol) were added. The mixture was stirred at room temperature for 2.5 hours. The mixture was then filtered and the organic phase was extracted by shaking three times with HCl (1 N). The aqueous phase was brought to pH 8... The reactants are COC(=O)c1ccc(OC2CCCN(C(=O)OC(C)(C)C)C2)cc1OC, CO, [Na+], [OH-], O=C(O)CC(O)(CC(=O)O)C(=O)O. Product: COc1cc(OC2CCCN(C(=O)OC(C)(C)C)C2)ccc1C(=O)O. RXN SMILES: [CH3:1][O:2][c:3]1[c:4]([C:5](=[O:6])[O:7][CH3:8])[cH:9][cH:10][c:11]([O:13][CH:14]2[CH2:15][N:16]([C:20](=[O:21])[O:22][C:23]([CH3:24])([CH3:25])[CH3:26])[CH2:17][CH2:18][CH2:19]2)[cH:12]1.[CH3:42][OH:43].[Na+:28].[OH-:27].[OH:29][C:30]([CH2:31][C:32]([C:33](=[O:34])[OH:35])([CH2:36][C:37](=[O:38])[OH:39])[OH:40])=[O:41]>>[CH3:1][O:2][c:3]1[c:4]([C:5](=[O:6])[OH:7])[cH:9][cH:10][c:11]([O:13][CH:14]2[CH2:15][N:16]([C:20](=[O:21])[O:22][C:23]([CH3:24])([CH3:25])[CH3:26])[CH2:17][CH2:18][CH2:19]2)[cH:12]1. The reactants are CCCN(CC(C)C)c1ccc(C(=O)OCC)cc1NS(C)(=O)=O, C1CCOC1, [Li+], [OH-], O. Yields the product CCCN(CC(C)C)c1ccc(C(=O)O)cc1NS(C)(=O)=O. Reaction SMILES: [CH2:1]([CH3:2])[O:3][C:4]([c:5]1[cH:6][c:7]([NH:19][S:20](=[O:21])(=[O:22])[CH3:23])[c:8]([N:11]([CH2:12][CH2:13][CH3:14])[CH2:15][CH:16]([CH3:17])[CH3:18])[cH:9][cH:10]1)=[O:24].[CH2:27]1[O:28][CH2:29][CH2:30][CH2:31]1.[Li+:25].[OH-:26].[OH2:32]>>[O:3]=[C:4]([c:5]1[cH:6][c:7]([NH:19][S:20](=[O:21])(=[O:22])[CH3:23])[c:8]([N:11]([CH2:12][CH2:13][CH3:14])[CH2:15][CH:16]([CH3:17])[CH3:18])[cH:9][cH:10]1)[OH:24]. Reactants: O=C([O-])[O-], COC(=O)c1cccc(C)n1, O=C(OO)c1cccc(Cl)c1, ClCCl, Cl, [K+], [K+], [Na+], [Na+], O=S([O-])[O-]. Yields the product COC(=O)c1cccc(C)[n+]1[O-]. As a reaction SMILES: [C:30](=[O:31])([O-:32])[O-:33].[CH3:2][c:3]1[cH:4][cH:5][cH:6][c:7]([C:9](=[O:10])[O:11][CH3:12])[n:8]1.[Cl:13][c:14]1[cH:15][cH:16][cH:17][c:18]([C:19]([O:20][OH:22])=[O:21])[cH:23]1.[Cl:36][CH2:37][Cl:38].[ClH:1].[K+:34].[K+:35].[Na+:28].[Na+:29].[S:24]([O-:25])([O-:26])=[O:27]>>[CH3:2][c:3]1[cH:4][cH:5][cH:6][c:7]([C:9](=[O:10])[O:11][CH3:12])[n+:8]1[O-:21]. The reactants are CO[PH](=O)CC(CCc1ccccc1)C(=O)OCc1ccccc1, CO, [Na+], [OH-], O. Product: O=C(OCc1ccccc1)C(CCc1ccccc1)C[PH](=O)O. Reaction SMILES: [CH3:1][O:2][PH:3](=[O:4])[CH2:5][CH:6]([C:7](=[O:8])[O:9][CH2:10][c:11]1[cH:12][cH:13][cH:14][cH:15][cH:16]1)[CH2:17][CH2:18][c:19]1[cH:20][cH:21][cH:22][cH:23][cH:24]1.[CH3:27][OH:28].[Na+:26].[OH-:25].[OH2:29]>>[O:2]=[PH:3]([OH:4])[CH2:5][CH:6]([C:7](=[O:8])[O:9][CH2:10][c:11]1[cH:12][cH:13][cH:14][cH:15][cH:16]1)[CH2:17][CH2:18][c:19]1[cH:20][cH:21][cH:22][cH:23][cH:24]1. The reactants are C(C)OC(CCOC1=C(C(=C(C=C1)C(C)=O)OCCCOC1=C(C(=C(C=C1)C(C)=O)O)CCC)CCC)=O (racemic-[4-acetyl-3-[3-(4-acetyl-3-hydroxy-2-propylphenoxy)propoxy]-2-propylphenoxy]methylacetic acid ethyl ester), Cl (hydrochloric acid), [Na] (sodium). The solvent is CO (methanol), [OH-].[Na+] (sodium hydroxide). Yields the product C(C)(=O)C1=C(C(=C(OCCC(=O)O)C=C1)CCC)OCCCOC1=C(C(=C(C=C1)C(C)=O)O)CCC (racemic-[4-acetyl-3-[3-(4-acetyl-3-hydroxy-2-propylphenoxy)propoxy]-2-propylphenoxy]methylacetic acid). As a reaction SMILES: C([O:3][C:4](=[O:38])[CH2:5][CH2:6][O:7][C:8]1[CH:13]=[CH:12][C:11]([C:14](=[O:16])[CH3:15])=[C:10]([O:17][CH2:18][CH2:19][CH2:20][O:21][C:22]2[CH:27]=[CH:26][C:25]([C:28](=[O:30])[CH3:29])=[C:24]([OH:31])[C:23]=2[CH2:32][CH2:33][CH3:34])[C:9]=1[CH2:35][CH2:36][CH3:37])C.[Na].Cl>CO.[OH-].[Na+]>[C:14]([C:11]1[CH:12]=[CH:13][C:8]([O:7][CH2:6][CH2:5][C:4]([OH:38])=[O:3])=[C:9]([CH2:35][CH2:36][CH3:37])[C:10]=1[O:17][CH2:18][CH2:19][CH2:20][O:21][C:22]1[CH:27]=[CH:26][C:25]([C:28](=[O:30])[CH3:29])=[C:24]([OH:31])[C:23]=1[CH2:32][CH2:33][CH3:34])(=[O:16])[CH3:15] |f:4.5,^1:38|. Procedure: A mixture of 5.4 g of racemic-[4-acetyl-3-[3-(4-acetyl-3-hydroxy-2-propylphenoxy)propoxy]-2-propylphenoxy]methylacetic acid ethyl ester in 100 ml of methanol and 50 ml of 1N sodium hydroxide was stirred at reflux for 2 hours. The methanol was removed in vacuo and the pH of the residue was adjusted to 2.0 with 6N hydrochloric acid. The gummy product was extracted with methylene chloride and the extract was dried over magnesium sulfate and concentrated in vacuo to an oil. The crude acid was dissol...